From a dataset of the Open Reaction Database (ORD), a public repository of structured organic reaction records. describe an organic reaction: reactants, conditions, products, and yield Product: NC1=CC(=C(C(=O)N[C@@H]2[C@@H](CN(CC2)CCCN)OC)C=C1Cl)OC (cis-4-amino-N-[1-(3-aminopropyl)-3-methoxy-4piperidinyl]-5-chloro-2-methoxybenzamide). Reported procedure: A mixture of 3 parts of cis-4-amino-5-chloro-N[1-(2-cyanoethyl)-3-methoxy-4-piperidinyl]-2-methoxybenzamide and 200 parts of methanol, saturated with ammonia was hydrogenated at normal pressure and at 20° C. with 2 parts of Raney-nickel catalyst. After the calculated amount of hydrogen was taken up, the catalyst was filtered off and the filtrate was evaporated. The residue was dissolved in trichloromethane. The solution was washed with water, dried, filtered and evaporated. The residue was cryst... Reaction SMILES: [NH2:1][C:2]1[C:22]([Cl:23])=[CH:21][C:5]([C:6]([NH:8][C@H:9]2[CH2:14][CH2:13][N:12]([CH2:15][CH2:16][C:17]#[N:18])[CH2:11][C@H:10]2[O:19][CH3:20])=[O:7])=[C:4]([O:24][CH3:25])[CH:3]=1.N.[H][H]>[Ni].CO>[NH2:1][C:2]1[C:22]([Cl:23])=[CH:21][C:5]([C:6]([NH:8][C@H:9]2[CH2:14][CH2:13][N:12]([CH2:15][CH2:16][CH2:17][NH2:18])[CH2:11][C@H:10]2[O:19][CH3:20])=[O:7])=[C:4]([O:24][CH3:25])[CH:3]=1. Solvent: CO (methanol). The yield is 13.0%. The reactants are NC1=CC(=C(C(=O)N[C@@H]2[C@@H](CN(CC2)CCC#N)OC)C=C1Cl)OC (cis-4-amino-5-chloro-N[1-(2-cyanoethyl)-3-methoxy-4-piperidinyl]-2-methoxybenzamide), [H][H] (hydrogen), N (ammonia). The reagents and catalysts are [Ni] (Raney-nickel). Starting materials: C1(CCCCC1)C1=CC=C(OC[C@@H]2CN=C(O2)N)C=C1 ((S)-5-(4-cyclohexyl-phenoxymethyl)-4,5-dihydro-oxazol-2-ylamine), C(C)OC(C(C(C)C)C=O)=O (2-formyl-3-methyl-butyric acid ethyl ester), C1[C@@H](O1)CCl (R-epichlorohydrin), C1(CCCCC1)C1=CC=C(C=C1)O (4-cyclohexylphenol). Solvent: C(C)O (ethanol). The product is C1(CCCCC1)C1=CC=C(OC[C@@H]2CN3C(=NC(C(=C3)C(C)C)=O)O2)C=C1 ((S)-2-(4-Cyclohexyl-phenoxymethyl)-6-isopropyl-2,3-dihydro-oxazolo[3,2-a]pyrimidin-7-one). Yield: 22.5%. RXN SMILES: [CH:1]1([C:7]2[CH:20]=[CH:19][C:10]([O:11][CH2:12][C@H:13]3[O:17][C:16]([NH2:18])=[N:15][CH2:14]3)=[CH:9][CH:8]=2)[CH2:6][CH2:5][CH2:4][CH2:3][CH2:2]1.C1O[C@H]1CCl.C1(C2C=CC(O)=CC=2)CCCCC1.C([O:41][C:42](=O)[CH:43]([CH:47]=O)[CH:44]([CH3:46])[CH3:45])C>C(O)C>[CH:1]1([C:7]2[CH:20]=[CH:19][C:10]([O:11][CH2:12][C@H:13]3[O:17][C:16]4=[N:18][C:42](=[O:41])[C:43]([CH:44]([CH3:46])[CH3:45])=[CH:47][N:15]4[CH2:14]3)=[CH:9][CH:8]=2)[CH2:2][CH2:3][CH2:4][CH2:5][CH2:6]1. Reported procedure: To a solution of (S)-5-(4-cyclohexyl-phenoxymethyl)-4,5-dihydro-oxazol-2-ylamine (0.48 g, 1.74 mmol) (prepared in accordance with the procedures described in Steps 1 and 2 of Example 1 and starting from R-epichlorohydrin and 4-cyclohexylphenol) in ethanol (16 mL) was added 2-formyl-3-methyl-butyric acid ethyl ester (0.33 g, 2.1 mmol). The reaction mixture was heated at reflux for 24 hours. It was then concentrated to remove solvent and loaded on silica gel column. Chromatography with (1-5%) 2-pr... Starting materials: O=C(O)c1cc(NCc2ccccc2)c(-c2ccccc2)c(S(=O)(=O)Cl)c1, O=C(O)c1cc([N+](=O)[O-])c(-c2ccccc2)c(S(=O)(=O)Cl)c1, O. Yields the product NS(=O)(=O)c1cc(C(=O)O)cc([N+](=O)[O-])c1-c1ccccc1. As a reaction SMILES: [CH2:1]([NH:8][c:2]1[cH:3][c:4]([C:19]([OH:20])=[O:21])[cH:5][c:6]([S:7]([Cl:9])(=[O:10])=[O:11])[c:12]1-[c:13]1[cH:14][cH:15][cH:16][cH:17][cH:18]1)[c:22]1[cH:23][cH:24][cH:25][cH:26][cH:27]1.[Cl:28][S:29](=[O:30])(=[O:31])[c:32]1[c:33](-[c:44]2[cH:45][cH:46][cH:47][cH:48][cH:49]2)[c:34]([N+:41](=[O:42])[O-:43])[cH:35][c:36]([C:37](=[O:38])[OH:39])[cH:40]1.[OH2:50]>>[NH2:8][S:29](=[O:30])(=[O:31])[c:32]1[c:33](-[c:44]2[cH:45][cH:46][cH:47][cH:48][cH:49]2)[c:34]([N+:41](=[O:42])[O-:43])[cH:35][c:36]([C:37](=[O:38])[OH:39])[cH:40]1. Reaction SMILES: C(Cl)(=O)C(Cl)=O.[F:7][C:8]([F:23])([F:22])[O:9][C:10]1[CH:11]=[C:12]2[C:16](=[CH:17][CH:18]=1)[NH:15][C:14]([C:19](O)=[O:20])=[CH:13]2.[NH3:24]>C1COCC1.CN(C)C=O>[F:7][C:8]([F:23])([F:22])[O:9][C:10]1[CH:11]=[C:12]2[C:16](=[CH:17][CH:18]=1)[NH:15][C:14]([C:19]([NH2:24])=[O:20])=[CH:13]2. Run in C1CCOC1 (THF), CN(C=O)C (N,N-dimethyl formamide). Procedure: Oxalyl chloride (2.63 ml, 30.6 mmol) was added dropwise at 0° C. within 45 min. to a suspension of 5-trifluoromethoxy-1H-indole-2-carboxylic acid (5 g, 20.4 mmol) in THF (20 ml) and N,N-dimethyl formamide (0.5 ml). Stirring was continued at 0-5° C. for 30 min. and thereafter for 3 h at room temperature. The resulting solution was cooled to 0-5° C. again and then added within 15 min. to 75 ml of a 25% aqueous solution of ammonia. After stirring for 30 min. the precipitated amide was collected, wa... Yields the product FC(OC=1C=C2C=C(NC2=CC1)C(=O)N)(F)F (5-trifluoromethoxy-1H-indole-2-carboxylic acid amide). Run at temperature 2.5 celsius, time 30 minute. Starting materials: C(C(=O)Cl)(=O)Cl (Oxalyl chloride), FC(OC=1C=C2C=C(NC2=CC1)C(=O)O)(F)F (5-trifluoromethoxy-1H-indole-2-carboxylic acid), amide, aqueous solution, N (ammonia). The reactants are [Al+3], ClCCl, CCOCC, COC(=O)c1cc(-c2ccc(S(C)(=O)=O)cc2)n(-c2ccc(F)cc2)c1, [H-], [H-], [H-], [H-], [Li+], [Mg+2], [Na+], O=S(=O)([O-])[O-], [OH-], O. Yields the product CS(=O)(=O)c1ccc(-c2cc(CO)cn2-c2ccc(F)cc2)cc1. As a reaction SMILES: [Al+3:2].[CH2:46]([Cl:47])[Cl:48].[CH3:41][CH2:42][O:43][CH2:44][CH3:45].[F:7][c:8]1[cH:9][cH:10][c:11](-[n:14]2[c:15](-[c:23]3[cH:24][cH:25][c:26]([S:29](=[O:30])(=[O:31])[CH3:32])[cH:27][cH:28]3)[cH:16][c:17]([C:19](=[O:20])[O:21][CH3:22])[cH:18]2)[cH:12][cH:13]1.[H-:1].[H-:4].[H-:5].[H-:6].[Li+:3].[Mg+2:35].[Na+:34].[O-:36][S:37](=[O:38])(=[O:39])[O-:40].[OH-:33].[OH2:49]>>[F:7][c:8]1[cH:9][cH:10][c:11](-[n:14]2[c:15](-[c:23]3[cH:24][cH:25][c:26]([S:29](=[O:30])(=[O:31])[CH3:32])[cH:27][cH:28]3)[cH:16][c:17]([CH2:19][OH:20])[cH:18]2)[cH:12][cH:13]1.